This data is from the Open Reaction Database (ORD), a public repository of structured organic reaction records. The task is: describe an organic reaction: reactants, conditions, products, and yield Starting materials: CNC1=NC=NN2C1=CN=C2C (N,7-dimethylimidazo[5,1-f][1,2,4]triazin-4-amine), C(=O)C1=CC=C(C=C1)B(O)O ((4-formylphenyl)boronic acid), C([O-])([O-])=O.[Na+].[Na+] (sodium carbonate). The reagents and catalysts are C=1C=CC(=CC1)[P](C=2C=CC=CC2)(C=3C=CC=CC3)[Pd]([P](C=4C=CC=CC4)(C=5C=CC=CC5)C=6C=CC=CC6)([P](C=7C=CC=CC7)(C=8C=CC=CC8)C=9C=CC=CC9)[P](C=1C=CC=CC1)(C=1C=CC=CC1)C=1C=CC=CC1 (tetrakis(triphenylphosphine)palladium(0)). Solvent: C(C)O (ethanol). The product is CN1N=CC(=C1C1=CC=C(C=O)C=C1)C=1N=C(N2N=CN=C(C21)NC)C (4-{1-methyl-4-[7-methyl-4-(methylamino)imidazo[5,1-f][1,2,4]triazin-5-yl]-1H-pyrazol-5-yl}benzaldehyde). Isolated yield 141.6%. As a reaction SMILES: [CH3:1][NH:2][C:3]1[C:8]2=[CH:9][N:10]=[C:11]([CH3:12])[N:7]2[N:6]=[CH:5][N:4]=1.[CH:13]([C:15]1[CH:20]=[CH:19][C:18](B(O)O)=[CH:17][CH:16]=1)=O.[C:24](=[O:27])([O-])[O-].[Na+].[Na+]>C(O)C.C1C=CC([P]([Pd]([P](C2C=CC=CC=2)(C2C=CC=CC=2)C2C=CC=CC=2)([P](C2C=CC=CC=2)(C2C=CC=CC=2)C2C=CC=CC=2)[P](C2C=CC=CC=2)(C2C=CC=CC=2)C2C=CC=CC=2)(C2C=CC=CC=2)C2C=CC=CC=2)=CC=1>[CH3:5][N:6]1[C:13]([C:15]2[CH:20]=[CH:19][C:18]([CH:24]=[O:27])=[CH:17][CH:16]=2)=[C:3]([C:9]2[N:10]=[C:11]([CH3:12])[N:7]3[C:8]=2[C:3]([NH:2][CH3:1])=[N:4][CH:5]=[N:6]3)[CH:8]=[N:7]1 |f:2.3.4,^1:36,38,57,76|. Procedure details: 5-Bromo-1-methyl-1H-pyrazol-4-yl)-N,7-dimethylimidazo[5,1-f][1,2,4]triazin-4-amine (1.18 g, 3.66 mmol), (4-formylphenyl)boronic acid (604 mg, 4.03 mmol), tetrakis(triphenylphosphine)palladium(0) (423 mg, 0.366 mmol) and sodium carbonate (776 mg, 7.32 mmol) were combined in ethanol (20 mL), and the reaction mixture was heated at reflux for 18 hours. After cooling, solvent was removed in vacuo, and the residue was partitioned between ethyl acetate and water. The organic layer was dried over sodium...